This data is from the Open Reaction Database (ORD), a public repository of structured organic reaction records. The task is: describe an organic reaction: reactants, conditions, products, and yield Reactants: C1=C(C(=NC(=N1)N)N)O (CDKi), N[C@H](C(=O)O)CCC(=O)N[C@@H](CS)C(=O)NCC(=O)O (glutathione). Product: amino acid, C1=C(C(=NC(=N1)N)N)O (CDKi), N[C@@H](CC1=CNC=N1)C(=O)O (histidine). As a reaction SMILES: [NH2:1][C@@H:2]([CH2:6][CH2:7][C:8]([NH:10][C@H:11](C(NCC(O)=O)=O)CS)=O)[C:3]([OH:5])=[O:4].[CH:21]1[N:26]=[C:25]([NH2:27])[N:24]=[C:23]([NH2:28])[C:22]=1[OH:29]>>[CH:21]1[N:26]=[C:25]([NH2:27])[N:24]=[C:23]([NH2:28])[C:22]=1[OH:29].[NH2:1][C@H:2]([C:3]([OH:5])=[O:4])[CH2:6][C:7]1[N:24]=[CH:11][NH:10][CH:8]=1. Procedure details: W3, W8, and W10 were further subcloned into a modified pGEX4T-1 plasmid (Pharmacia Biotech, Uppsala, Sweden) (where a NdeI cloning site was inserted between the BamHI and EcoRI sites) as NdeI-NotI fragments to generate glutathione S-transferase (GST) tagged fusion proteins. A similar strategy was used to generate fusion proteins without the (Gly4Ser)31inker (i.e., W4 (p27-p16), W7 (p2712-178-p16 fusion CDKi W9 (p2725-93-p16)). The nucleic acid and amino acid sequences of the p2725-93-p16 fusion ... Reactants: C=Cc1ccc(=O)n(C)c1, CN1CCCC1=O, CN1CCc2[nH]c3ccc(Cl)cc3c2C1, [K+], [OH-]. The product is CN1CCc2c(c3cc(Cl)ccc3n2CCc2ccc(=O)n(C)c2)C1. Reaction SMILES: [CH3:16][n:17]1[c:18](=[O:25])[cH:19][cH:20][c:21]([CH:23]=[CH2:24])[cH:22]1.[CH3:28][N:29]1[CH2:30][CH2:31][CH2:32][C:33]1=[O:34].[Cl:1][c:2]1[cH:3][c:4]2[c:5]3[c:6]([nH:7][c:8]2[cH:9][cH:10]1)[CH2:11][CH2:12][N:13]([CH3:15])[CH2:14]3.[K+:27].[OH-:26]>>[Cl:1][c:2]1[cH:3][c:4]2[c:5]3[c:6]([n:7]([CH2:24][CH2:23][c:21]4[cH:20][cH:19][c:18](=[O:25])[n:17]([CH3:16])[cH:22]4)[c:8]2[cH:9][cH:10]1)[CH2:11][CH2:12][N:13]([CH3:15])[CH2:14]3. The reactants are BrC1=CC=CC(=N1)C(C(=O)NC)O (2-(6-bromopyridin-2-yl)-2-hydroxy-N-methylacetamide), NC=1SC(=CC1C(=O)N)C1=C(C=C(C=C1F)C(C)(C)O)F (2-amino-5-[2,6-difluoro-4-(1-hydroxy-1-methylethyl)phenyl]thiophene-3-carboxamide). Procedure details: The title compound was prepared according to the procedure described in Example 1 using 2-(6-bromopyridin-2-yl)-2-hydroxy-N-methylacetamide (94 mg, 0.38 mmol) and 2-amino-5-[2,6-difluoro-4-(1-hydroxy-1-methylethyl)phenyl]thiophene-3-carboxamide (126 mg, 0.40 mmol) as starting materials. RXN SMILES: Br[C:2]1[N:7]=[C:6]([CH:8]([OH:13])[C:9]([NH:11][CH3:12])=[O:10])[CH:5]=[CH:4][CH:3]=1.[NH2:14][C:15]1[S:16][C:17]([C:23]2[C:28]([F:29])=[CH:27][C:26]([C:30]([OH:33])([CH3:32])[CH3:31])=[CH:25][C:24]=2[F:34])=[CH:18][C:19]=1[C:20]([NH2:22])=[O:21]>>[F:34][C:24]1[CH:25]=[C:26]([C:30]([OH:33])([CH3:32])[CH3:31])[CH:27]=[C:28]([F:29])[C:23]=1[C:17]1[S:16][C:15]([NH:14][C:2]2[CH:3]=[CH:4][CH:5]=[C:6]([CH:8]([OH:13])[C:9]([NH:11][CH3:12])=[O:10])[N:7]=2)=[C:19]([C:20]([NH2:22])=[O:21])[CH:18]=1. Yields the product FC1=C(C(=CC(=C1)C(C)(C)O)F)C1=CC(=C(S1)NC1=NC(=CC=C1)C(C(=O)NC)O)C(=O)N (5-[2,6-Difluoro-4-(1-hydroxy-1-methylethyl)phenyl]-2-({6-[1-hydroxy-2-(methylamino)-2-oxoethyl]pyridin-2-yl}amino)thiophene-3-carboxamide). Reactants: ClC(C(Cl)(Cl)Cl)(Cl)Cl (hexachloroethane), C(C)(C)(C)C1=C(C(=O)NCC)C=CC=C1 (2-tert-butyl-N-ethylbenzamide), CN(C)CCN(C)C (TMEDA), [Li]C(C)CC (s-BuLi), Cl (HCl). Solvent: C1CCOC1 (THF), C1CCOC1 (THF), C1CCCCC1 (cyclohexane), O (water), C(Cl)Cl (CH2Cl2). Reaction conditions: temperature -30 celsius, time 50 minute. Yields the product ClC1=C(C(=O)NCC)C(=CC=C1)C(C)(C)C (2-Chloro-N-ethyl-6-(1,1-dimethylethyl)benzamide). As a reaction SMILES: [C:1]([C:5]1[CH:15]=[CH:14][CH:13]=[CH:12][C:6]=1[C:7]([NH:9][CH2:10][CH3:11])=[O:8])([CH3:4])([CH3:3])[CH3:2].CN(CCN(C)C)C.[Li]C(CC)C.[Cl:29]C(Cl)(Cl)C(Cl)(Cl)Cl.Cl>C1COCC1.C1CCCCC1.C(Cl)Cl.O>[Cl:29][C:12]1[CH:13]=[CH:14][CH:15]=[C:5]([C:1]([CH3:2])([CH3:3])[CH3:4])[C:6]=1[C:7]([NH:9][CH2:10][CH3:11])=[O:8]. Procedure: To a solution of 2-tert-butyl-N-ethylbenzamide (44 g, 215 mmol) and TMEDA (70 mL, 446 mmol) in 500 mL THF at -70° C. under a positive nitrogen atmosphere was added at a rapid stream 520 mL 1.3M s-BuLi in cyclohexane, maintaining the temperature at below -60° C. After the addition was complete, the resulting reaction solution was warmed to -30° C. and stirred at between -30° C. and -26° C. for 50 min. The solution was then cooled to below -70° C. and a solution of hexachloroethane (80 g) in 250 m... Starting materials: C12C(=CC(CC1)C2)C=2C=C1C(=NC2)N(C=C1C=1C=NN(C1)C)S(=O)(=O)C1=CC=CC=C1 (5-(bicyclo[2.2.1]hept-2-en-2-yl)-3-(1-methyl-1H-pyrazol-4-yl)-1-(phenylsulfonyl)-1H-pyrrolo[2,3-b]pyridine), 7-azaindoles. Solvent: [OH-].[Na+] (NaOH), CCO (EtOH). Run at time 20 minute. The product is C12C(=CC(CC1)C2)C=2C=C1C(=NC2)NC=C1C=1C=NN(C1)C (5-(bicyclo[2.2.1]hept-2-en-2-yl)-3-(1-methyl-1H-pyrazol-4-yl)-1H-pyrrolo[2,3-b]pyridine). As a reaction SMILES: [CH:1]12[CH2:7][CH:4]([CH2:5][CH2:6]1)[CH:3]=[C:2]2[C:8]1[CH:9]=[C:10]2[C:16]([C:17]3[CH:18]=[N:19][N:20]([CH3:22])[CH:21]=3)=[CH:15][N:14](S(C3C=CC=CC=3)(=O)=O)[C:11]2=[N:12][CH:13]=1>CCO.[OH-].[Na+]>[CH:1]12[CH2:7][CH:4]([CH2:5][CH2:6]1)[CH:3]=[C:2]2[C:8]1[CH:9]=[C:10]2[C:16]([C:17]3[CH:18]=[N:19][N:20]([CH3:22])[CH:21]=3)=[CH:15][NH:14][C:11]2=[N:12][CH:13]=1 |f:2.3|. Procedure details: 5-(bicyclo[2.2.1]hept-2-en-2-yl)-3-(1-methyl-1H-pyrazol-4-yl)-1-(phenylsulfonyl)-1H-pyrrolo[2,3-b]pyridine 2 (63 mg, 0.146 mmol) in EtOH (1.50 mL) and 10% aqueous NaOH (0.75 mL), was deprotected as described in the general procedure A for the deprotection of 7-azaindoles by refluxing for 20 min. The reaction was quenched by addition of a saturated solution of NaHCO3 (15 mL) and the mixture was stirred for 20 minutes. It was extracted with EtOAc (3×15 mL). The combined organic extracts were dried... The reactants are O (water), CCCCCC (hexane), ethyl p-anisole, O1CCCC1 (tetrahydrofuran), C(CCC)[Li] (n-butyl lithium), N1=CC(=CC=C1)C (β-picoline), O1CCCC1 (tetrahydrofuran). The solvent is C(C)(C)NC(C)C (diisopropylamine). Reaction conditions: temperature -78 celsius. Product: COC1=CC=C(C=C1)C(CC=1C=NC=CC1)=O (1-(4-methoxyphenyl)-2-(3-pyridyl)-ethanone). Yield: 85.0%. RXN SMILES: [CH3:1][CH2:2][CH2:3][CH2:4][CH2:5][CH3:6].[CH2:7]([Li])[CH2:8][CH2:9][CH3:10].[N:12]1C=CC=[C:14]([CH3:18])[CH:13]=1.[OH2:19].[O:20]1[CH2:24]CCC1>C(NC(C)C)(C)C>[CH3:24][O:20][C:3]1[CH:2]=[CH:1][C:6]([C:7](=[O:19])[CH2:8][C:9]2[CH:10]=[N:12][CH:13]=[CH:14][CH:18]=2)=[CH:5][CH:4]=1. Procedure: In 300 ml of anhydrous tetrahydrofuran was dissolved 33.2 ml of diisopropylamine, and the solution was cooled to -78° C., to which was added dropwise, while stirring, 148 ml of hexane solution of n-butyl lithium (1.6 M). The mixture was stirred for further 10 minutes at the same temperature, followed by dropwise addition of 20 g of β-picoline. The temperature was then raised up to -10°-0° C. and the mixture was stirred for 20 minutes, to which was added dropwise 19.4 g of ethyl p-anisole dissolv... RXN SMILES: [CH3:36][C:37](=[O:38])[OH:39].[Cu:28][C:29]#[N:30].[K:31][C:32]#[N:33].[N:1]([O-:2])=[O:3].[NH2:10][c:11]1[c:12]([I:27])[c:13]([CH2:22][NH:23][C:24]([CH3:25])=[O:26])[c:14]([I:21])[c:15]([C:16](=[O:17])[OH:18])[c:19]1[I:20].[NH3:34].[Na+:4].[OH2:35].[S:5](=[O:6])(=[O:7])([OH:8])[OH:9]>>[c:11]1([C:29]#[N:30])[c:12]([I:27])[c:13]([CH2:22][NH:23][C:24]([CH3:25])=[O:26])[c:14]([I:21])[c:15]([C:16](=[O:17])[OH:18])[c:19]1[I:20]. Yields the product CC(=O)NCc1c(I)c(C#N)c(I)c(C(=O)O)c1I. Reactants: CC(=O)O, N#C[Cu], N#C[K], O=N[O-], CC(=O)NCc1c(I)c(N)c(I)c(C(=O)O)c1I, N, [Na+], O, O=S(=O)(O)O. Reactants: C(CCC)C1=CNC=2CCC(CC2C1OCC1=CC=C(C=C1)C=1C(=CC=CC1)C(=O)OC)C (Methyl 4'-[((3-butyl-1,4,5,6,7,8,-hexahydro-6-methyl-4-quinolinyl)-oxy)-methyl](1,1'-biphenyl)-2-carboxylate), C(CCC)C1=CN(C=2CCC(CC2C1=O)C)C=1C(=C(C(=CC1)C1=CC=CC=C1)C(=O)[O-])C ((3-butyl-1,4,5,6,7,8-hexahydro-6-methyl-4-oxo-1-quinolinyl)-methyl(1,1'-biphenyl)-2-carboxylate). Product: C(CCC)C1=CNC=2CCC(CC2C1OCC1=CC=C(C=C1)C=1C(=CC=CC1)C(=O)O)C (4'-[((3-butyl-1,4,5,6,7,8-hexahydro-6-methyl-4-quinolinyl)-oxy)-methyl](1,1'-biphenyl)-2-carboxylic acid). RXN SMILES: [CH2:1]([C:5]1[CH:14]([O:15][CH2:16][C:17]2[CH:22]=[CH:21][C:20]([C:23]3[C:24]([C:29]([O:31]C)=[O:30])=[CH:25][CH:26]=[CH:27][CH:28]=3)=[CH:19][CH:18]=2)[C:13]2[CH2:12][CH:11]([CH3:33])[CH2:10][CH2:9][C:8]=2[NH:7][CH:6]=1)[CH2:2][CH2:3][CH3:4].C(C1C(=O)C2CC(C)CCC=2N(C2C(C)=C(C([O-])=O)C(C3C=CC=CC=3)=CC=2)C=1)CCC>>[CH2:1]([C:5]1[CH:14]([O:15][CH2:16][C:17]2[CH:18]=[CH:19][C:20]([C:23]3[C:24]([C:29]([OH:31])=[O:30])=[CH:25][CH:26]=[CH:27][CH:28]=3)=[CH:21][CH:22]=2)[C:13]2[CH2:12][CH:11]([CH3:33])[CH2:10][CH2:9][C:8]=2[NH:7][CH:6]=1)[CH2:2][CH2:3][CH3:4]. Procedure: Starting with product B of Example 32 and proceeding under the same conditions as in a), the product A of Example 32 was reacted to obtain the expected product. Starting materials: CN1CCC(NC2CCN(C(=O)OC(C)(C)C)C2)CC1, C1CCOC1. Product: CN1CCC(N(C)C2CCN(C(=O)OC(C)(C)C)C2)CC1. Reaction SMILES: [C:1]([CH3:2])([CH3:3])([CH3:4])[O:5][C:6](=[O:7])[N:8]1[CH2:9][CH:10]([NH:13][CH:14]2[CH2:15][CH2:16][N:17]([CH3:20])[CH2:18][CH2:19]2)[CH2:11][CH2:12]1.[CH2:21]1[O:22][CH2:23][CH2:24][CH2:25]1>>[C:1]([CH3:2])([CH3:3])([CH3:4])[O:5][C:6](=[O:7])[N:8]1[CH2:9][CH:10]([N:13]([CH:14]2[CH2:15][CH2:16][N:17]([CH3:20])[CH2:18][CH2:19]2)[CH3:21])[CH2:11][CH2:12]1. The reactants are CC(=O)O[BH-](OC(C)=O)OC(C)=O, NC(=O)c1sc(Nc2cc(C=O)ccc2[N+](=O)[O-])nc1-c1cccc(Cl)c1, ClCCl, Cl, Cl, Cl, [Na+], C(CNCCCN1CCOCC1)CN1CCOCC1. Product: NC(=O)c1sc(Nc2cc(CN(CCCN3CCOCC3)CCCN3CCOCC3)ccc2[N+](=O)[O-])nc1-c1cccc(Cl)c1. Reaction SMILES: [C:50]([O:51][BH-:52]([O:53][C:54](=[O:55])[CH3:56])[O:57][C:58](=[O:59])[CH3:60])(=[O:61])[CH3:62].[Cl:1][c:2]1[cH:3][c:4](-[c:8]2[n:9][c:10]([NH:16][c:17]3[c:18]([N+:25](=[O:26])[O-:27])[cH:19][cH:20][c:21]([CH:23]=[O:24])[cH:22]3)[s:11][c:12]2[C:13](=[O:14])[NH2:15])[cH:5][cH:6][cH:7]1.[Cl:64][CH2:65][Cl:66].[ClH:28].[ClH:29].[ClH:30].[Na+:63].[O:31]1[CH2:32][CH2:33][N:34]([CH2:37][CH2:38][CH2:39][NH:40][CH2:41][CH2:42][CH2:43][N:44]2[CH2:45][CH2:46][O:47][CH2:48][CH2:49]2)[CH2:35][CH2:36]1>>[Cl:1][c:2]1[cH:3][c:4](-[c:8]2[n:9][c:10]([NH:16][c:17]3[c:18]([N+:25](=[O:26])[O-:27])[cH:19][cH:20][c:21]([CH2:23][N:40]([CH2:39][CH2:38][CH2:37][N:34]4[CH2:33][CH2:32][O:31][CH2:36][CH2:35]4)[CH2:41][CH2:42][CH2:43][N:44]4[CH2:45][CH2:46][O:47][CH2:48][CH2:49]4)[cH:22]3)[s:11][c:12]2[C:13](=[O:14])[NH2:15])[cH:5][cH:6][cH:7]1.